Dataset: the Open Reaction Database (ORD), a public repository of structured organic reaction records. Task: describe an organic reaction: reactants, conditions, products, and yield The reactants are C(C)(C)(C)OC(NC1=C(C=C(C(=C1)N(C)C)Cl)N)=O ((2-amino-4-chloro-5-dimethylamino-phenyl)-carbamic acid tert.-butyl ester), C(C)(C)(C)OC(CC(=O)C1=CC(=CC=C1)N1N=NC=C1CN(C)C)=O (3-[3-(5-dimethylaminomethyl-[1,2,3]triazol-1-yl)-phenyl]-3-oxo-propionic acid tert.-butyl ester). Product: C(C)(C)(C)OC(NC1=C(C=C(C(=C1)N(C)C)Cl)NC(CC(=O)C1=CC(=CC=C1)N1N=NC=C1CN(C)C)=O)=O ((4-Chloro-5-dimethylamino-2-{3-[3-(5-dimethylaminomethyl-[1,2,3]triazol-1-yl)-phenyl]-3-oxo-propionylamino}-phenyl)-carbamic acid tert.-butyl ester). RXN SMILES: [C:1]([O:5][C:6](=[O:19])[NH:7][C:8]1[CH:13]=[C:12]([N:14]([CH3:16])[CH3:15])[C:11]([Cl:17])=[CH:10][C:9]=1[NH2:18])([CH3:4])([CH3:3])[CH3:2].C([O:24][C:25](=O)[CH2:26][C:27]([C:29]1[CH:34]=[CH:33][CH:32]=[C:31]([N:35]2[C:39]([CH2:40][N:41]([CH3:43])[CH3:42])=[CH:38][N:37]=[N:36]2)[CH:30]=1)=[O:28])(C)(C)C>>[C:1]([O:5][C:6](=[O:19])[NH:7][C:8]1[CH:13]=[C:12]([N:14]([CH3:16])[CH3:15])[C:11]([Cl:17])=[CH:10][C:9]=1[NH:18][C:25](=[O:24])[CH2:26][C:27]([C:29]1[CH:34]=[CH:33][CH:32]=[C:31]([N:35]2[C:39]([CH2:40][N:41]([CH3:43])[CH3:42])=[CH:38][N:37]=[N:36]2)[CH:30]=1)=[O:28])([CH3:4])([CH3:2])[CH3:3]. Reported procedure: The title compound was prepared from (2-amino-4-chloro-5-dimethylamino-phenyl)-carbamic acid tert.-butyl ester (Example J1) (143 mg, 0.5 mmol) and 3-[3-(5-dimethylaminomethyl-[1,2,3]triazol-1-yl)-phenyl]-3-oxo-propionic acid tert.-butyl ester (Example K8) (172 mg, 0.5 mmol) according to the general procedure M. Obtained as an amorphous yellow substance (176 mg). The reactants are C(C)OC(CNC(NC[C@]12[C@@H]([C@H]3CC[C@@H]4[C@]5(CC=C(C([C@@H]5CC[C@]4([C@@]3(CC1)C)C)(C)C)C1=CC=C(C(=O)O)C=C1)C)[C@@H](CC2)C(=C)C)=O)=O (4-((1R,3aS,5aR,5bR,7aR,11aS,11bR,13aR,13bR)-3a-((3-(2-ethoxy-2-oxoethyl)ureido)methyl)-5a,5b,8,8,11a-pentamethyl-1-(prop-1-en-2-yl)-2,3,3a,4,5,5a,5b,6,7,7a,8,11,11a,11b,12,13,13a,13b-octadecahydro-1H-cyclopenta[a]chrysen-9-yl)benzoic acid), [OH-].[Na+] (Sodium hydroxide). Solvent: O1CCOCC1 (dioxane). Run at temperature 70 celsius, time 2 hour. Product: C(=O)(O)CNC(NC[C@]12[C@@H]([C@H]3CC[C@@H]4[C@]5(CC=C(C([C@@H]5CC[C@]4([C@@]3(CC1)C)C)(C)C)C1=CC=C(C(=O)O)C=C1)C)[C@@H](CC2)C(=C)C)=O (4-((1R,3aS,5aR,5bR,7aR,11aS,11bR,13aR,13bR)-3a-((3-(carboxymethyl)ureido)methyl)-5a,5b,8,8,11a-pentamethyl-1-(prop-1-en-2-yl)-2,3,3a,4,5,5a,5b,6,7,7a,8,11,11a,11b,12,13,13a,13b-octadecahydro-1H-cyclopenta[a]chrysen-9-yl)benzoic acid). Isolated yield 0.1%. Reaction SMILES: C([O:3][C:4](=[O:49])[CH2:5][NH:6][C:7](=[O:48])[NH:8][CH2:9][C@:10]12[CH2:44][CH2:43][C@@H:42]([C:45]([CH3:47])=[CH2:46])[C@@H:11]1[C@@H:12]1[C@@:25]([CH3:28])([CH2:26][CH2:27]2)[C@@:24]2([CH3:29])[C@@H:15]([C@:16]3([CH3:41])[C@@H:21]([CH2:22][CH2:23]2)[C:20]([CH3:31])([CH3:30])[C:19]([C:32]2[CH:40]=[CH:39][C:35]([C:36]([OH:38])=[O:37])=[CH:34][CH:33]=2)=[CH:18][CH2:17]3)[CH2:14][CH2:13]1)C.[OH-].[Na+]>O1CCOCC1>[C:4]([CH2:5][NH:6][C:7](=[O:48])[NH:8][CH2:9][C@:10]12[CH2:44][CH2:43][C@@H:42]([C:45]([CH3:47])=[CH2:46])[C@@H:11]1[C@@H:12]1[C@@:25]([CH3:28])([CH2:26][CH2:27]2)[C@@:24]2([CH3:29])[C@@H:15]([C@:16]3([CH3:41])[C@@H:21]([CH2:22][CH2:23]2)[C:20]([CH3:31])([CH3:30])[C:19]([C:32]2[CH:33]=[CH:34][C:35]([C:36]([OH:38])=[O:37])=[CH:39][CH:40]=2)=[CH:18][CH2:17]3)[CH2:14][CH2:13]1)([OH:49])=[O:3] |f:1.2|. Reported procedure: 4-((1R,3aS,5aR,5bR,7aR,11aS,11bR,13aR,13bR)-3a-((3-(2-ethoxy-2-oxoethyl)ureido)methyl)-5a,5b,8,8,11a-pentamethyl-1-(prop-1-en-2-yl)-2,3,3a,4,5,5a,5b,6,7,7a,8,11,11a,11b,12,13,13a,13b-octadecahydro-1H-cyclopenta[a]chrysen-9-yl)benzoic acid (7 mg, 10.40 mmol) was dissolved in dioxane (2 ml). Sodium hydroxide solution, 1N (0.021 ml, 0.021 mmol) was added. The mixture was stirred at 70° C. for 2 h. The solvent was evaporated and the residue was purified by prep. HPLC to afford the title compound as ... The reactants are O=C([O-])[O-], CN(C)C=O, Cc1oc(-c2ccccc2)nc1CCl, [K+], [K+], O, CC(=O)c1ccc(O)cc1. Yields the product CC(=O)c1ccc(OCc2nc(-c3ccccc3)oc2C)cc1. As a reaction SMILES: [C:25](=[O:26])([O-:27])[O-:28].[CH3:31][N:32]([CH3:33])[CH:34]=[O:35].[Cl:1][CH2:2][c:3]1[n:4][c:5](-[c:9]2[cH:10][cH:11][cH:12][cH:13][cH:14]2)[o:6][c:7]1[CH3:8].[K+:29].[K+:30].[OH2:36].[OH:15][c:16]1[cH:17][cH:18][c:19]([C:22]([CH3:23])=[O:24])[cH:20][cH:21]1>>[CH2:2]([c:3]1[n:4][c:5](-[c:9]2[cH:10][cH:11][cH:12][cH:13][cH:14]2)[o:6][c:7]1[CH3:8])[O:15][c:16]1[cH:17][cH:18][c:19]([C:22]([CH3:23])=[O:24])[cH:20][cH:21]1. The reactants are C(C=C)N (allylamine), N1=C(Cl)N=C(Cl)N=C1Cl (cyanuric chloride), [OH-].[Na+] (sodium hydroxide), [OH-].[Na+] (sodium hydroxide). The solvent is O (water), C1(=CC=CC=C1)C (toluene), O (water), O (water). Reaction conditions: time 1 hour. The product is C(C=C)NC1=NC(=NC(=N1)NCC=C)Cl (2,4-bis-allylamino-6-chloro-1,3,5-triazine). As a reaction SMILES: [CH2:1]([NH2:4])[CH:2]=[CH2:3].[N:5]1[C:12](Cl)=[N:11][C:9]([Cl:10])=[N:8][C:6]=1Cl.[OH-].[Na+]>C1(C)C=CC=CC=1.O>[CH2:1]([NH:4][C:12]1[N:5]=[C:6]([NH:4][CH2:1][CH:2]=[CH2:3])[N:8]=[C:9]([Cl:10])[N:11]=1)[CH:2]=[CH2:3] |f:2.3|. Procedure details: 54.9 g (0.96 mole) of allylamine are added dropwise, in the course of 1.5 hours and while stirring, to a clear solution of 73.8 g (0.4 mole) of cyanuric chloride in 500 ml of toluene, the temperature being kept between 20° and 30° by applying gentle external cooling to the reaction vessel. After stirring for a further two hours at room temperature and for one hour at 50°, the mixture is cooled to 20°, and a solution of 16 g (0.4 mole) of sodium hydroxide in 70 ml of water is added dropwise at 20... The reactants are C(C1=CC=CC=C1)OC1=CC=C(C=C1)C1=NOC(=C1)C(C)OC(N)=O (carbamic acid 1-[3-(4-benzyloxy-phenyl)-isoxazol-5-yl]-ethyl ester), BrCC1=NC=CC=C1 (2-bromomethylpyridine). The product is N1=C(C=CC=C1)COC1=CC=C(C=C1)C1=NOC(=C1)C(C)OC(N)=O (Carbamic acid 1-{3-[4-(pyridin-2-ylmethoxy)-phenyl]-isoxazol-5-yl}-ethyl ester). As a reaction SMILES: [CH2:1]([O:8][C:9]1[CH:14]=[CH:13][C:12]([C:15]2[CH:19]=[C:18]([CH:20]([O:22][C:23](=[O:25])[NH2:24])[CH3:21])[O:17][N:16]=2)=[CH:11][CH:10]=1)[C:2]1C=[CH:6][CH:5]=[CH:4][CH:3]=1.BrCC1C=CC=C[N:29]=1>>[N:29]1[CH:6]=[CH:5][CH:4]=[CH:3][C:2]=1[CH2:1][O:8][C:9]1[CH:14]=[CH:13][C:12]([C:15]2[CH:19]=[C:18]([CH:20]([O:22][C:23](=[O:25])[NH2:24])[CH3:21])[O:17][N:16]=2)=[CH:11][CH:10]=1. Procedure: The compound was synthesized using carbamic acid 1-[3-(4-benzyloxy-phenyl)-isoxazol-5-yl]-ethyl ester of example 117 in the same manner as in Example 10 by debenzylation following reaction with 2-bromomethylpyridine. Starting materials: ClCCl, CCOCC, CC(=O)OC(C)=O, Nc1ncc(Br)s1, c1ccncc1. The product is CC(=O)Nc1ncc(Br)s1. Reaction SMILES: [CH2:20]([Cl:21])[Cl:22].[CH3:15][CH2:16][O:17][CH2:18][CH3:19].[CH3:8][C:9](=[O:10])[O:11][C:12](=[O:13])[CH3:14].[NH2:1][c:2]1[s:3][c:4]([Br:7])[cH:5][n:6]1.[cH:23]1[cH:24][cH:25][n:26][cH:27][cH:28]1>>[NH:1]([c:2]1[s:3][c:4]([Br:7])[cH:5][n:6]1)[C:9]([CH3:8])=[O:10].